From a dataset of the Open Reaction Database (ORD), a public repository of structured organic reaction records. describe an organic reaction: reactants, conditions, products, and yield The reactants are O=C1N(C(CC1)=O)OC([C@@H](NC(=O)OCC1=CC=CC=C1)CC1=CNC2=CC=CC=C12)=O (Nα-benzyloxycarbonyl-L-tryptophan-2,5-dioxopyrrolidin-1-yl ester), N (ammonia). Solvent: C1CCOC1 (THF). Reaction conditions: time 2 hour. The product is C(C1=CC=CC=C1)OC(=O)N[C@@H](CC1=CNC2=CC=CC=C12)C(=O)N (Nα-Benzyloxycarbonyl-L-Tryptophan Amide). Yield: 91.0%. As a reaction SMILES: O=C1CCC(=O)N1O[C:9](=[O:32])[C@H:10]([CH2:22][C:23]1[C:31]2[C:26](=[CH:27][CH:28]=[CH:29][CH:30]=2)[NH:25][CH:24]=1)[NH:11][C:12]([O:14][CH2:15][C:16]1[CH:21]=[CH:20][CH:19]=[CH:18][CH:17]=1)=[O:13].[NH3:33]>C1COCC1>[CH2:15]([O:14][C:12]([NH:11][C@H:10]([C:9]([NH2:33])=[O:32])[CH2:22][C:23]1[C:31]2[C:26](=[CH:27][CH:28]=[CH:29][CH:30]=2)[NH:25][CH:24]=1)=[O:13])[C:16]1[CH:17]=[CH:18][CH:19]=[CH:20][CH:21]=1. Procedure details: To THF (150 mL) solution of Nα-benzyloxycarbonyl-L-tryptophan-2,5-dioxopyrrolidin-1-yl ester (5.0 g) was added dropwise a 30% aqueous ammonia (3.3 mL) at 0° C., and thereafter the mixture was stirred for 2 hours at room temperature. The crystals were distilled off, and thereafter to the residue obtained by distilling off the solvent of the filtrate under a reduced pressure was added petroleum ether and a small amount of diethyl ether, and the crystals precipitated were filtered, to give the capt...